Dataset: the Open Reaction Database (ORD), a public repository of structured organic reaction records. Task: describe an organic reaction: reactants, conditions, products, and yield RXN SMILES: [CH3:1][O:2][C:3]1[CH:4]=[C:5]2[C:10](=[CH:11][C:12]=1[O:13][CH3:14])[N:9]=[CH:8][N:7]=[C:6]2[O:15][C:16]1[CH:22]=[CH:21][C:19]([NH2:20])=[CH:18][CH:17]=1.Cl[C:24](Cl)([O:26]C(=O)OC(Cl)(Cl)Cl)Cl.[CH3:35][CH2:36][CH:37]([OH:40])[CH2:38][CH3:39].C(=O)(O)[O-].[Na+]>C(Cl)Cl.C(N(CC)CC)C.C1(C)C=CC=CC=1>[CH3:1][O:2][C:3]1[CH:4]=[C:5]2[C:10](=[CH:11][C:12]=1[O:13][CH3:14])[N:9]=[CH:8][N:7]=[C:6]2[O:15][C:16]1[CH:22]=[CH:21][C:19]([NH:20][C:24](=[O:26])[O:40][CH:37]([CH2:38][CH3:39])[CH2:36][CH3:35])=[CH:18][CH:17]=1 |f:3.4|. Isolated yield 79.5%. Yields the product COC=1C=C2C(=NC=NC2=CC1OC)OC1=CC=C(C=C1)NC(OC(CC)CC)=O (1-Ethylpropyl N-{4-[(6,7-dimethoxy-4-quinazolinyl)oxy]phenyl}carbamate). The solvent is C(C)N(CC)CC (triethylamine), C1(=CC=CC=C1)C (toluene), C(Cl)Cl (methylene chloride). The reactants are COC=1C=C2C(=NC=NC2=CC1OC)OC1=CC=C(N)C=C1 (4-[(6,7-Dimethoxy-4-quinazolinyl)oxy]aniline), ClC(Cl)(OC(OC(Cl)(Cl)Cl)=O)Cl (triphosgene), C([O-])(O)=O.[Na+] (sodium bicarbonate), CCC(CC)O (3-pentanol). Reported procedure: 4-[(6,7-Dimethoxy-4-quinazolinyl)oxy]aniline (50 mg) was added to toluene (5 ml), and triethylamine (0.5 ml), and the mixture was heated under reflux to prepare a solution. A solution of triphosgene (77 mg) in methylene chloride was then added thereto, and the mixture was heated under reflux for 10 min. Next, 3-pentanol (23 mg) was added thereto, and the mixture was further stirred with heating under reflux for 3 hr. A saturated aqueous sodium bicarbonate solution was added to stop the reaction,...